Dataset: the Open Reaction Database (ORD), a public repository of structured organic reaction records. Task: describe an organic reaction: reactants, conditions, products, and yield The reactants are BrC=1C=C(C=CC1)C(CCCCN1CCC(CC1)C=1C=C(C=CC1)NC(C(C)C)=O)=O (N-(3-{1-[5-(3-bromophenyl)-5-oxopentyl]-4-piperidinyl}phenyl)-2-methylpropanamide), Cl.FC(OC1=CC=C(C=C1)NN)(F)F (4-(trifluoromethoxy)phenylhydrazine hydrochloride). Product: BrC=1C=C(C=CC1)C=1NC2=CC=C(C=C2C1CCCN1CCC(CC1)C=1C=C(C=CC1)NC(C(C)C)=O)OC(F)(F)F (N-[3-(1-{3-[2-(3-BROMOPHENYL)-5-(TRIFLUOROMETHOXY)-1H-INDOL-3-YL]PROPYL}-4-PIPERIDINYL)PHENYL]-2-METHYLPROPANAMIDE). Reaction SMILES: [Br:1][C:2]1[CH:3]=[C:4]([C:8](=O)[CH2:9][CH2:10][CH2:11][CH2:12][N:13]2[CH2:18][CH2:17][CH:16]([C:19]3[CH:20]=[C:21]([NH:25][C:26](=[O:30])[CH:27]([CH3:29])[CH3:28])[CH:22]=[CH:23][CH:24]=3)[CH2:15][CH2:14]2)[CH:5]=[CH:6][CH:7]=1.Cl.[F:33][C:34]([F:45])([F:44])[O:35][C:36]1[CH:41]=[CH:40][C:39]([NH:42]N)=[CH:38][CH:37]=1>>[Br:1][C:2]1[CH:3]=[C:4]([C:8]2[NH:42][C:39]3[C:40]([C:9]=2[CH2:10][CH2:11][CH2:12][N:13]2[CH2:18][CH2:17][CH:16]([C:19]4[CH:20]=[C:21]([NH:25][C:26](=[O:30])[CH:27]([CH3:28])[CH3:29])[CH:22]=[CH:23][CH:24]=4)[CH2:15][CH2:14]2)=[CH:41][C:36]([O:35][C:34]([F:33])([F:44])[F:45])=[CH:37][CH:38]=3)[CH:5]=[CH:6][CH:7]=1 |f:1.2|. Procedure: Prepared by Procedure E and Scheme M using N-(3-{1-[5-(3-bromophenyl)-5-oxopentyl]-4-piperidinyl}phenyl)-2-methylpropanamide and 4-(trifluoromethoxy)phenylhydrazine hydrochloride: ESMS m/e: 642.0 (M+H)+.